This data is from the Open Reaction Database (ORD), a public repository of structured organic reaction records. The task is: describe an organic reaction: reactants, conditions, products, and yield Reactants: cuprous iodide, NC1=C(C(=NN1C1=C(C=C(C=C1Cl)C(F)(F)F)Cl)C#N)I (5-amino-3-cyano-1-(2,6-dichloro-4-trifluoromethylphenyl)-4-iodopyrazole), C#CC (propyne), stainless steel. Reagents/catalysts: Cl[Pd]([P](C1=CC=CC=C1)(C2=CC=CC=C2)C3=CC=CC=C3)([P](C4=CC=CC=C4)(C5=CC=CC=C5)C6=CC=CC=C6)Cl (bis(triphenylphosphine)palladium(II) chloride). The solvent is CN(C=O)C (dimethylformamide), C(C)N(CC)CC (triethylamine). Conditions: temperature -78 celsius, time 2 day. The product is NC1=C(C(=NN1C1=C(C=C(C=C1Cl)C(F)(F)F)Cl)C#N)C#CC (5-Amino-3-cyano-1-(2,6-dichloro-4-trifluoromethylphenyl)-4-(prop-1-ynyl)pyrazole). RXN SMILES: [NH2:1][C:2]1[N:6]([C:7]2[C:12]([Cl:13])=[CH:11][C:10]([C:14]([F:17])([F:16])[F:15])=[CH:9][C:8]=2[Cl:18])[N:5]=[C:4]([C:19]#[N:20])[C:3]=1I.[CH:22]#[C:23][CH3:24]>CN(C)C=O.C(N(CC)CC)C.Cl[Pd](Cl)([P](C1C=CC=CC=1)(C1C=CC=CC=1)C1C=CC=CC=1)[P](C1C=CC=CC=1)(C1C=CC=CC=1)C1C=CC=CC=1>[NH2:1][C:2]1[N:6]([C:7]2[C:12]([Cl:13])=[CH:11][C:10]([C:14]([F:17])([F:16])[F:15])=[CH:9][C:8]=2[Cl:18])[N:5]=[C:4]([C:19]#[N:20])[C:3]=1[C:22]#[C:23][CH3:24] |^1:39,58|. Reported procedure: To a stirred solution of 5-amino-3-cyano-1-(2,6-dichloro-4-trifluoromethylphenyl)-4-iodopyrazole (0.904 g) in dimethylformamide(2 ml) and triethylamine (10 ml) contained in a stainless steel bomb was added cuprous iodide (60 mg) and bis(triphenylphosphine)palladium(II) chloride (120 mg). The reaction vessel was cooled to -78° C. and propyne (2 g) condensed into it. The vessel was sealed and then heated at 70° C. for 18 hours and then left at room temperature for 2 days. The reaction mixture was ... The reactants are ClC1=CC(=C(C#N)C=C1)NC(=O)OCC (4-chloro-2-(ethoxycarbonylamino)benzonitrile), BrCC(=O)C1=CC(=CC=C1)C#N (2-bromo-3′-cyanoacetophenone). Product: NC1=C(N(C2=CC(=CC=C12)Cl)C(=O)OCC)C(C1=CC(=CC=C1)C#N)=O (3-Amino-6-chloro-2-(3-cyanobenzoyl)-1-(ethoxycarbonyl)indole). Reaction SMILES: [Cl:1][C:2]1[CH:9]=[CH:8][C:5]([C:6]#[N:7])=[C:4]([NH:10][C:11]([O:13][CH2:14][CH3:15])=[O:12])[CH:3]=1.Br[CH2:17][C:18]([C:20]1[CH:25]=[CH:24][CH:23]=[C:22]([C:26]#[N:27])[CH:21]=1)=[O:19]>>[NH2:7][C:6]1[C:5]2[C:4](=[CH:3][C:2]([Cl:1])=[CH:9][CH:8]=2)[N:10]([C:11]([O:13][CH2:14][CH3:15])=[O:12])[C:17]=1[C:18](=[O:19])[C:20]1[CH:25]=[CH:24][CH:23]=[C:22]([C:26]#[N:27])[CH:21]=1. Reported procedure: The title compound was prepared according to the procedure described in step 2 of Example 1 from 4-chloro-2-(ethoxycarbonylamino)benzonitrile (Example 1, step 1) and 2-bromo-3′-cyanoacetophenone. 1H-NMR (CDCl3) δ: 8.21 (1H , d, J=1.8 Hz), 8.03 (1H, s), 7.94 (1H, m), 7.80-7.72 (1H, m), 7.63-7.52 (2H, m), 7.32 (1H, dd, J=8.4, 1.8 Hz), 6.10 (2H, brs), 3.88 (2H, q, J=7.3 Hz), 0.95 (3H, t, J=7.3 Hz).